Dataset: the Open Reaction Database (ORD), a public repository of structured organic reaction records. Task: describe an organic reaction: reactants, conditions, products, and yield The reactants are COC1=CC=CC2=C1OC1C23CCN(CC3CCC1)C (9-methoxy-3-methyl-2,3,4,4a,5,6,7,7a-octahydro-1H-benzo[4,5]furo[3,2-e]isoquinoline), N#CBr (cyanogen bromide), crude product, [OH-].[K+] (potassium hydroxide). The solvent is C(Cl)Cl (methylene chloride), C(CO)O (ethylene glycol). Product: COC1=CC=CC2=C1OC1C23CCNCC3CCC1 (9-methoxy-2,3,4,4a,5,6,7,7a-octahydro-1H-benzo[4,5]furo[3,2-e]isoquinoline). RXN SMILES: [CH3:1][O:2][C:3]1[C:8]2[O:9][CH:10]3[CH2:19][CH2:18][CH2:17][CH:16]4[C:11]3([CH2:12][CH2:13][N:14](C)[CH2:15]4)[C:7]=2[CH:6]=[CH:5][CH:4]=1.N#CBr.[OH-].[K+]>C(Cl)Cl.C(O)CO>[CH3:1][O:2][C:3]1[C:8]2[O:9][CH:10]3[CH2:19][CH2:18][CH2:17][CH:16]4[C:11]3([CH2:12][CH2:13][NH:14][CH2:15]4)[C:7]=2[CH:6]=[CH:5][CH:4]=1 |f:2.3|. Procedure details: Thus, 9-methoxy-3-methyl-2,3,4,4a,5,6,7,7a-octahydro-1H-benzo[4,5]furo[3,2-e]isoquinoline (Example 2d) is heated to reflux with cyanogen bromide in methylene chloride and the crude product is then heated with potassium hydroxide in ethylene glycol to 170° to give 9-methoxy-2,3,4,4a,5,6,7,7a-octahydro-1H-benzo[4,5]furo[3,2-e]isoquinoline (R1 =H; R2 =OMe; R3, R4, R5 =H). Yields the product O=C(O)c1ccc(CCc2ccc3ccccc3n2)cc1. Reactants: C1CCOC1, COC(=O)c1ccc(CCc2ccc3ccccc3n2)cc1, [Na+], [OH-]. RXN SMILES: [CH2:25]1[O:26][CH2:27][CH2:28][CH2:29]1.[CH3:1][O:2][C:3]([c:4]1[cH:5][cH:6][c:7]([CH2:10][CH2:11][c:12]2[n:13][c:14]3[cH:15][cH:16][cH:17][cH:18][c:19]3[cH:20][cH:21]2)[cH:8][cH:9]1)=[O:22].[Na+:24].[OH-:23]>>[O:2]=[C:3]([c:4]1[cH:5][cH:6][c:7]([CH2:10][CH2:11][c:12]2[n:13][c:14]3[cH:15][cH:16][cH:17][cH:18][c:19]3[cH:20][cH:21]2)[cH:8][cH:9]1)[OH:22]. Reactants: O=C1CC2CC=C(C12)C(=O)O (7-oxobicyclo[3.2.0]hept-2-en-2-carboxylic acid), [N+](=[N-])=C (diazomethane). Run in O1CCCC1 (tetrahydrofuran). Yields the product O=C1CC2CC=C(C12)C(=O)OC (methyl 7-oxobicyclo[3.2.0]hept-2-en-2-carboxylate). Yield: 64.0%. Reaction SMILES: [O:1]=[C:2]1[CH:8]2[CH:4]([CH2:5][CH:6]=[C:7]2[C:9]([OH:11])=[O:10])[CH2:3]1.[N+](=[CH2:14])=[N-]>O1CCCC1>[O:1]=[C:2]1[CH:8]2[CH:4]([CH2:5][CH:6]=[C:7]2[C:9]([O:11][CH3:14])=[O:10])[CH2:3]1. Reported procedure: A solution of 800 mg of 7-oxobicyclo[3.2.0]hept-2-en-2-carboxylic acid in 10 mL of tetrahydrofuran was treated at room temperature with ethereal diazomethane. The crude reaction product was purified by chromatographic filtration through 10 g of silica gel (100-200 mesh), eluting with ether petroleum ether, first 2:3 and then 1:1, to afford 560 mg (64%) of methyl 7-oxobicyclo[3.2.0]hept-2-en-2-carboxylate as colorless crystals, mp 58° to 61°. IR (Nujol mull): 1630, 1715, 1790 cm-1 ; NMR (60 MHz, ... The reactants are N#N (N2), COC1=CC=C(CN2C(N(C(C2)CCOS(=O)(=O)C2=CC=C(C=C2)C)C)=O)C=C1 (toluene-4-sulfonic acid 2-[1-(4-methoxy-benzyl)-3-methyl-2-oxo-imidazolidin-4-yl]-ethyl ester), C(C)OC(C(C)(C)OC1=CC=C(C=C1)O)=O (2-(4-hydroxy-phenoxy)-2-methyl-propionic acid ethyl ester), CS2CO3. Run in CN(C)C=O (DMF). Product: C(C)OC(C(C)(C)OC1=CC=C(C=C1)OCCC1N(C(N(C1)CC1=CC=C(C=C1)OC)=O)C)=O (2-(4-{2-[1-(4-methoxy-benzyl)-3-methyl-2-oxo-imidazolidin-4-yl]-ethoxy}-phenoxy)-2-methyl-propionic acid ethyl ester). The yield is 92.8%. As a reaction SMILES: [CH3:1][O:2][C:3]1[CH:29]=[CH:28][C:6]([CH2:7][N:8]2[CH2:12][CH:11]([CH2:13][CH2:14][O:15]S(C3C=CC(C)=CC=3)(=O)=O)[N:10]([CH3:26])[C:9]2=[O:27])=[CH:5][CH:4]=1.[CH2:30]([O:32][C:33](=[O:45])[C:34]([O:37][C:38]1[CH:43]=[CH:42][C:41](O)=[CH:40][CH:39]=1)([CH3:36])[CH3:35])[CH3:31].N#N>CN(C=O)C>[CH2:30]([O:32][C:33](=[O:45])[C:34]([O:37][C:38]1[CH:43]=[CH:42][C:41]([O:15][CH2:14][CH2:13][CH:11]2[CH2:12][N:8]([CH2:7][C:6]3[CH:5]=[CH:4][C:3]([O:2][CH3:1])=[CH:29][CH:28]=3)[C:9](=[O:27])[N:10]2[CH3:26])=[CH:40][CH:39]=1)([CH3:36])[CH3:35])[CH3:31]. Procedure: A mixture of toluene-4-sulfonic acid 2-[1-(4-methoxy-benzyl)-3-methyl-2-oxo-imidazolidin-4-yl]-ethyl ester (3.10 g, 7.41 mmol), 2-(4-hydroxy-phenoxy)-2-methyl-propionic acid ethyl ester (1.50 g, 6.69 mmol) and CS2CO3 (2.62 g, 8.04 mmol) in DMF (70 mL) was heated at 65° C. for under N2 for 16 h. The reaction mixture was cooled to room temperature, quenched with aqueous 1 N HCl (25 mL), and worked up extractively with EtOAc and water. The organic layer was dried (MgSO4) and the solvent removed in ... Reactants: Cl (hydrochloric acid), COC1=C(C=O)C=CC(=C1)OC (2,4-Dimethoxybenzaldehyde), [BH4-].[Na+] (sodium borohydride), CN (methylamine). Solvent: CO (methanol), CO (methanol). Reaction conditions: time 1 hour. Yields the product COC1=C(C=CC(=C1)OC)CNC (1-(2,4-dimethoxyphenyl)-N-methylmethanamine). Yield: 81.0%. As a reaction SMILES: [CH3:1][O:2][C:3]1[CH:10]=[C:9]([O:11][CH3:12])[CH:8]=[CH:7][C:4]=1[CH:5]=O.[CH3:13][NH2:14].[BH4-].[Na+].Cl>CO>[CH3:1][O:2][C:3]1[CH:10]=[C:9]([O:11][CH3:12])[CH:8]=[CH:7][C:4]=1[CH2:5][NH:14][CH3:13] |f:2.3|. Procedure details: 2,4-Dimethoxybenzaldehyde (5.0 g) was dissolved in methanol (60 mL), and a 40% methanol solution (9.3 mL) of methylamine was added at room temperature. The mixture was stirred at room temperature for 1 hr, and sodium borohydride (1.37 g) was added by small portions under ice-cooling. The mixture was stirred at room temperature for 3 hr, treated with 1 mol/L hydrochloric acid under ice-cooling, and methanol was evaporated under reduced pressure. The residue was diluted with ethyl acetate, basifie... Reactants: CC(C)(C)N, CN1CCCC1=O, O=[N+]([O-])c1cccnc1Cl, Cl. Yields the product CC(C)(C)Nc1ncccc1[N+](=O)[O-]. RXN SMILES: [CH3:11][C:12]([CH3:13])([CH3:14])[NH2:15].[CH3:17][N:18]1[CH2:19][CH2:20][CH2:21][C:22]1=[O:23].[Cl:1][c:2]1[n:3][cH:4][cH:5][cH:6][c:7]1[N+:8](=[O:9])[O-:10].[ClH:16]>>[c:2]1([NH:15][C:12]([CH3:11])([CH3:13])[CH3:14])[n:3][cH:4][cH:5][cH:6][c:7]1[N+:8](=[O:9])[O-:10]. The reactants are CN(C)c1ccncc1, COc1cc2ncnc(Cl)c2cc1OC, Clc1ccccc1Cl, Cc1ccc(O)c(C(=O)c2ccccc2)c1. Yields the product COc1cc2ncnc(Oc3ccc(C)cc3C(=O)c3ccccc3)c2cc1OC. Reaction SMILES: [CH3:32][N:33]([CH3:34])[c:35]1[cH:36][cH:37][n:38][cH:39][cH:40]1.[Cl:1][c:2]1[n:3][cH:4][n:5][c:6]2[cH:7][c:8]([O:14][CH3:15])[c:9]([O:12][CH3:13])[cH:10][c:11]12.[Cl:41][c:42]1[cH:43][cH:44][cH:45][cH:46][c:47]1[Cl:48].[OH:16][c:17]1[c:18]([C:19](=[O:20])[c:21]2[cH:22][cH:23][cH:24][cH:25][cH:26]2)[cH:27][c:28]([CH3:31])[cH:29][cH:30]1>>[c:2]1([O:16][c:17]2[c:18]([C:19](=[O:20])[c:21]3[cH:22][cH:23][cH:24][cH:25][cH:26]3)[cH:27][c:28]([CH3:31])[cH:29][cH:30]2)[n:3][cH:4][n:5][c:6]2[cH:7][c:8]([O:14][CH3:15])[c:9]([O:12][CH3:13])[cH:10][c:11]12.